Dataset: the Open Reaction Database (ORD), a public repository of structured organic reaction records. Task: describe an organic reaction: reactants, conditions, products, and yield Starting materials: FC1=C(C=CC(=C1)F)C=NC(=C)O[Si](C)(C)C (1-(2,4-difluorophenyl)-3-trimethylsilyoxy-2-aza-1,3-butadiene), C(C)(C)(C)OC(=O)N1C(\C(\C2=CC=C(C=C12)Cl)=C/C1=CC(=CC=C1)Cl)=O (Z-6-chloro-3-(3-chloro-benzylidene)-2-oxo-2,3-dihydro-indole-1-carboxylic acid tert-butyl ester), CO (methanol). The solvent is C1(=CC=CC=C1)C (toluene). Run at temperature 140 celsius, time 0.5 hour. The product is ClC1=CC=C2C(=C1)NC(C21C(NC(CC1C1=CC(=CC=C1)Cl)=O)C1=C(C=C(C=C1)F)F)=O (racemic (2′R,3R,4′S)-6-chloro-4′-(3-chlorophenyl)-2′-(2,4-difluorophenyl)spiro[3H-indole-3,3′-piperidine]-2,6′(1H)-dione). Yield: 63.1%. As a reaction SMILES: [F:1][C:2]1[CH:7]=[C:6]([F:8])[CH:5]=[CH:4][C:3]=1[CH:9]=[N:10][C:11]([O:13][Si](C)(C)C)=[CH2:12].C(OC([N:25]1[C:33]2[C:28](=[CH:29][CH:30]=[C:31]([Cl:34])[CH:32]=2)/[C:27](=[CH:35]/[C:36]2[CH:41]=[CH:40][CH:39]=[C:38]([Cl:42])[CH:37]=2)/[C:26]1=[O:43])=O)(C)(C)C.CO>C1(C)C=CC=CC=1>[Cl:34][C:31]1[CH:32]=[C:33]2[NH:25][C:26](=[O:43])[C:27]3([CH:35]([C:36]4[CH:41]=[CH:40][CH:39]=[C:38]([Cl:42])[CH:37]=4)[CH2:13][C:11](=[O:12])[NH:10][CH:9]3[C:3]3[CH:4]=[CH:5][C:6]([F:8])=[CH:7][C:2]=3[F:1])[C:28]2=[CH:29][CH:30]=1. Procedure details: To a solution of 1-(2,4-difluorophenyl)-3-trimethylsilyoxy-2-aza-1,3-butadiene prepared in example 41a (2.4 g, 9.40 mmol) in toluene (30 mL) was added E/Z-6-chloro-3-(3-chlorobenzylidene)-2-oxo-2,3-dihydro-indole-1-carboxylic acid tert-butyl ester prepared in Example 24a (0.3 g, 0.77 mmol). The reaction mixture was stirred under nitrogen in a sealed tube at 140° C. for 0.5 h. After the solution was cooled to room temperature, methanol (10 mL) was added. The reaction mixture was filtered through ...